This data is from the Open Reaction Database (ORD), a public repository of structured organic reaction records. The task is: describe an organic reaction: reactants, conditions, products, and yield Starting materials: NC=1N=CC(=NC1)C=1C(=C(C(=CC1)C1CCC1)O)F (3-(5-aminopyrazin-2-yl)-6-cyclobutyl-2-fluorophenol), ClC1=NC=CC(=N1)C (2-chloro-4-methylpyrimidine), C(=O)([O-])[O-].[K+].[K+] (K2CO3). Solvent: CS(=O)C (DMSO). Conditions: temperature 100 celsius. The product is C1(CCC1)C1=C(C(=C(C=C1)C=1N=CC(=NC1)N)F)OC1=NC=CC(=N1)C (5-{4-cyclobutyl-2-fluoro-3-[(4-methylpyrimidin-2-yl)oxy]phenyl}pyrazin-2-amine). The yield is 44.5%. RXN SMILES: [NH2:1][C:2]1[N:3]=[CH:4][C:5]([C:8]2[C:9]([F:19])=[C:10]([OH:18])[C:11]([CH:14]3[CH2:17][CH2:16][CH2:15]3)=[CH:12][CH:13]=2)=[N:6][CH:7]=1.Cl[C:21]1[N:26]=[C:25]([CH3:27])[CH:24]=[CH:23][N:22]=1.C([O-])([O-])=O.[K+].[K+]>CS(C)=O>[CH:14]1([C:11]2[CH:12]=[CH:13][C:8]([C:5]3[N:6]=[CH:7][C:2]([NH2:1])=[N:3][CH:4]=3)=[C:9]([F:19])[C:10]=2[O:18][C:21]2[N:26]=[C:25]([CH3:27])[CH:24]=[CH:23][N:22]=2)[CH2:15][CH2:16][CH2:17]1 |f:2.3.4|. Procedure: A suspension of 3-(5-aminopyrazin-2-yl)-6-cyclobutyl-2-fluorophenol (25 mg, 0.096 mmol), 2-chloro-4-methylpyrimidine (14 mg, 0.11 mmol), and K2CO3 (27 mg, 0.19 mmol) in DMSO (2 mL) was heated at 100° Celsius for 16 hours. The reaction was then cooled to room temperature, filtered, and the filtrate directly subjected to HPLC purification to give 5-{4-cyclobutyl-2-fluoro-3-[(4-methylpyrimidin-2-yl)oxy]phenyl}pyrazin-2-amine (15 mg, 45%). MS (ESI): mass calcd. for C19H18FN5O, 351.15; m/z found, 352... Starting materials: C1=CC(=CC(=C1)Cl)NN=C(C#N)C#N (CCCP), C1(=CC=CC=C1)O (phenol), aromatic compounds, oil 1.3/2.5. Product: C1(=CC=CC=C1)O (phenol), C1(=CC=CC=C1)C(C)C (cumene). The yield is 10.0%. As a reaction SMILES: [CH:1]1[CH:6]=[C:5](Cl)[CH:4]=[C:3](NN=C(C#N)C#N)[CH:2]=1.[C:15]1([OH:21])[CH:20]=[CH:19][CH:18]=[CH:17][CH:16]=1>>[C:15]1([OH:21])[CH:20]=[CH:19][CH:18]=[CH:17][CH:16]=1.[C:5]1([CH:15]([CH3:20])[CH3:16])[CH:4]=[CH:3][CH:2]=[CH:1][CH:6]=1. Procedure: According to A.C. CCCP 1235860 (1986) before decomposition, the phenol tar is diluted by high-molecular weight aromatic compounds such as Baltic shale oil (grade kerogen -70) weight ratio of tar to shale oil 1.3/2.5. Process conditions are: pressure 3-7 MP, temperature 400°-430 ° C., time 5-20 min. Liquid products obtained are separated by distillation. This process takes place under relatively severe conditions and gives a poor yield of phenol (4-5% ) and cumene (10-15% ). In addition it requir... Reactants: O[C@@H]1[C@@H](NCC1)C ((2S,3S)-3-hydroxy-2-methylpyrrolidine), C([O-])([O-])=O.[Li+].[Li+] (lithium carbonate), ClC1=C(C#N)C=C(C(=C1Cl)F)C (2,3-dichloro-4-fluoro-5-methylbenzonitrile), M-dimethyl sulfoxide. Yields the product ClC1=C(C#N)C=C(C(=C1Cl)N1[C@H]([C@H](CC1)O)C)C (2,3-dichloro-4-[(2S,3S)-3-hydroxy-2-methylpyrrolidin-1-yl]-5-methylbenzonitrile), solid. As a reaction SMILES: [Cl:1][C:2]1[C:9]([Cl:10])=[C:8](F)[C:7]([CH3:12])=[CH:6][C:3]=1[C:4]#[N:5].[OH:13][C@H:14]1[CH2:18][CH2:17][NH:16][C@H:15]1[CH3:19].C(=O)([O-])[O-].[Li+].[Li+]>>[Cl:1][C:2]1[C:9]([Cl:10])=[C:8]([N:16]2[CH2:17][CH2:18][C@H:14]([OH:13])[C@@H:15]2[CH3:19])[C:7]([CH3:12])=[CH:6][C:3]=1[C:4]#[N:5] |f:2.3.4|. Reported procedure: Using 2,3-dichloro-4-fluoro-5-methylbenzonitrile (1.02 g), 0.9 M-dimethyl sulfoxide solution (5.56 ml) of (2S,3S)-3-hydroxy-2-methylpyrrolidine and lithium carbonate (370 mg), the title compound was obtained as a colorless solid (yield: 53 mg) by an operation similar to that in Example 3. Reactants: C(C)(C)(C)OC(=O)N1CC2CN(CC2C1)CC1=CC=2N=C(N=C(C2S1)N1CCOCC1)Cl (5-(2-chloro-4-morpholin-4-yl-thieno[3,2-d]pyrimidin-6-ylmethyl)-hexahydro-pyrrolo[3,4-c]pyrrole-2-carboxylic acid tert-butyl ester), C(=O)(C(F)(F)F)O (TFA). Run in C(Cl)Cl (CH2Cl2). Conditions: time 4 hour. Yields the product ClC=1N=C(C2=C(N1)C=C(S2)CN2CC1CNCC1C2)N2CCOCC2 (2-Chloro-6-(hexahydro-pyrrolo[3,4-c]pyrrol-2-ylmethyl)-4-morpholin-4-yl-thieno[3,2-d]pyrimidine). Isolated yield 88.7%. Reaction SMILES: C(OC([N:8]1[CH2:15][CH:14]2[CH:10]([CH2:11][N:12]([CH2:16][C:17]3[S:25][C:24]4[C:23]([N:26]5[CH2:31][CH2:30][O:29][CH2:28][CH2:27]5)=[N:22][C:21]([Cl:32])=[N:20][C:19]=4[CH:18]=3)[CH2:13]2)[CH2:9]1)=O)(C)(C)C.C(O)(C(F)(F)F)=O>C(Cl)Cl>[Cl:32][C:21]1[N:22]=[C:23]([N:26]2[CH2:27][CH2:28][O:29][CH2:30][CH2:31]2)[C:24]2[S:25][C:17]([CH2:16][N:12]3[CH2:13][CH:14]4[CH:10]([CH2:9][NH:8][CH2:15]4)[CH2:11]3)=[CH:18][C:19]=2[N:20]=1. Reported procedure: To a stirred solution of 5-(2-chloro-4-morpholin-4-yl-thieno[3,2-d]pyrimidin-6-ylmethyl)-hexahydro-pyrrolo[3,4-c]pyrrole-2-carboxylic acid tert-butyl ester (390 mg; 0.81 mmol) in CH2Cl2 (4 mL) was added TFA (6 mL). The reaction mixture was stirred at RT for 4 h upon which time volatiles were removed in vacuo. Purification by SCX-2 gave the title compound as an off-white solid (273 mg; 89%).